The task is: describe an organic reaction: reactants, conditions, products, and yield. This data is from the Open Reaction Database (ORD), a public repository of structured organic reaction records. Starting materials: C1CCOC1, CO, ClCCl, [H][H], O=[N+]([O-])c1ccccc1-c1ccccc1. The product is Nc1ccccc1-c1ccccc1. As a reaction SMILES: [CH2:18]1[O:19][CH2:20][CH2:21][CH2:22]1.[CH3:23][OH:24].[Cl:25][CH2:26][Cl:27].[H:16][H:17].[N+:1]([O-:2])(=[O:3])[c:4]1[c:5](-[c:10]2[cH:11][cH:12][cH:13][cH:14][cH:15]2)[cH:6][cH:7][cH:8][cH:9]1>>[NH2:1][c:4]1[c:5](-[c:10]2[cH:11][cH:12][cH:13][cH:14][cH:15]2)[cH:6][cH:7][cH:8][cH:9]1. Starting materials: C(N)(=O)C=1C=C2C(=NN(C2=CC1)C1OCCCC1)C=1C=C(C(=O)OC)C=CC1 (methyl 3-(5-carbamoyl-1-perhydro-2H-pyran-2-yl-1H-indazol-3-yl)benzoate), Cl.C(C)N=C=NCCCN(C)C (1-ethyl-(3-dimethylaminopropyl)carbodiimide hydrochloride), NCCN1CCCCC1 (1-(2-aminoethyl)piperidine), [OH-].[Li+] (lithium hydroxide), ON1N=NC2=C1N=CC=C2 (1-hydroxy-7-azabenzotriazole), Cl (hydrochloride). Solvent: O1CCCC1 (tetrahydrofuran), O (water), O1CCOCC1 (dioxane), O1CCCC1 (tetrahydrofuran). Yields the product N1C(CCCC1)CCNC(=O)C=1C=C(C=CC1)C1=NNC2=CC=C(C=C12)C(=O)N (3-{3-[N-(2-piperidylethyl)carbamoyl]phenyl}-1H-indazole-5-carboxamide). Yield: 8.0%. As a reaction SMILES: [C:1]([C:4]1[CH:5]=[C:6]2[C:10](=[CH:11][CH:12]=1)[N:9](C1CCCCO1)[N:8]=[C:7]2[C:19]1[CH:20]=[C:21]([CH:26]=[CH:27][CH:28]=1)[C:22](OC)=[O:23])(=[O:3])[NH2:2].[OH-].[Li+].ON1[C:36]2[N:37]=[CH:38][CH:39]=[CH:40][C:35]=2N=N1.[NH2:41][CH2:42][CH2:43]N1CCCCC1.Cl.C(N=C=NCCCN(C)C)C.Cl>O1CCCC1.O.O1CCOCC1>[NH:37]1[CH2:38][CH2:39][CH2:40][CH2:35][CH:36]1[CH2:43][CH2:42][NH:41][C:22]([C:21]1[CH:20]=[C:19]([C:7]2[C:6]3[C:10](=[CH:11][CH:12]=[C:4]([C:1]([NH2:2])=[O:3])[CH:5]=3)[NH:9][N:8]=2)[CH:28]=[CH:27][CH:26]=1)=[O:23] |f:1.2,5.6|. Procedure details: The title compound was prepared as described in Example 381 E, using methyl 3-(5-carbamoyl-1-perhydro-2H-pyran-2-yl-1H-indazol-3-yl)benzoate (0.297 g, 0.78 mmol) and lithium hydroxide (0.102 g, 2.43 mmol) in tetrahydrofuran (2.5 mL) and water (2 mL); 1-hydroxy-7-azabenzotriazole (0.325 g, 2.39 mmol), 1-(2-aminoethyl)piperidine (0.335 mL, 2.39 mmol), 1-ethyl-(3-dimethylaminopropyl)carbodiimide hydrochloride (0.452 g, 2.35 mmol), and additional tetrahydrofuran (2 mL); 4 N hydrochloride solution in... Reactants: C(C)(=O)N[C@H](C)C1=C(C=C(C(=O)OC)C=C1)N=[N+]=[N-] (methyl (R)-4-(1-acetylaminoethyl)-3-azidobenzoate). Solvent: Cl (hydrochloric acid). The product is N(=[N+]=[N-])C=1C=C(C(=O)O)C=CC1[C@@H](C)N ((R)-3-azido-4-(1-aminoethyl)benzoic acid). Yield: 135.1%. RXN SMILES: C([NH:4][C@@H:5]([C:7]1[CH:16]=[CH:15][C:10]([C:11]([O:13]C)=[O:12])=[CH:9][C:8]=1[N:17]=[N+:18]=[N-:19])[CH3:6])(=O)C>Cl>[N:17]([C:8]1[CH:9]=[C:10]([CH:15]=[CH:16][C:7]=1[C@H:5]([NH2:4])[CH3:6])[C:11]([OH:13])=[O:12])=[N+:18]=[N-:19]. Procedure: A solution of methyl (R)-4-(1-acetylaminoethyl)-3-azidobenzoate (1.6 g) in 2N hydrochloric acid (25 ml) was refluxed under heating for 8 hours. After the reaction, the mixture was concentrated under reduced pressure, and boiled with toluene to give crude (R)-3-azido-4-(1-aminoethyl)benzoic acid (1.7 g). Then, the mixture was added to a solution of sodium hydroxide (0.85 g) in water (25 ml). Benzyloxycarbonyl chloride (1.56 g) was dropwise added, and the mixture was stirred at room temperature fo... Starting materials: OC1=CC=C(C=C1)C1N([C@@]2(CC1)C(NCCC2)=O)C(=O)OC(C)(C)C (1,1-dimethylethyl (5S)-2-(4-hydroxyphenyl)-6-oxo-1,7-diazaspiro[4.5]decane-1-carboxylate), FC1=C(CBr)C=CC=C1 (2-fluorobenzyl bromide). RXN SMILES: [OH:1][C:2]1[CH:7]=[CH:6][C:5]([CH:8]2[CH2:12][CH2:11][C@:10]3([CH2:17][CH2:16][CH2:15][NH:14][C:13]3=[O:18])[N:9]2[C:19]([O:21][C:22]([CH3:25])([CH3:24])[CH3:23])=[O:20])=[CH:4][CH:3]=1.[F:26][C:27]1[CH:34]=[CH:33][CH:32]=[CH:31][C:28]=1[CH2:29]Br>>[F:26][C:27]1[CH:34]=[CH:33][CH:32]=[CH:31][C:28]=1[CH2:29][O:1][C:2]1[CH:7]=[CH:6][C:5]([C@@H:8]2[CH2:12][CH2:11][C@:10]3([CH2:17][CH2:16][CH2:15][NH:14][C:13]3=[O:18])[N:9]2[C:19]([O:21][C:22]([CH3:25])([CH3:24])[CH3:23])=[O:20])=[CH:4][CH:3]=1. Procedure: The title compounds were prepared (D52: 20 mg, 76%; D53: 3 mg, 11%) using a similar procedure to that set out earlier in Description 11 starting from 1,1-dimethylethyl (5S)-2-(4-hydroxyphenyl)-6-oxo-1,7-diazaspiro[4.5]decane-1-carboxylate (D51) and 2-fluorobenzyl bromide. D52: Rt (HPLC) 5.92 min; MS: (ES/+) 909 [dimerH+]. D53: Rt (HPLC) 5.73 min; MS: (ES/+) 909 [dimerH+]. Yields the product FC1=C(C=CC=C1)COC1=CC=C(C=C1)[C@H]1N([C@@]2(CC1)C(NCCC2)=O)C(=O)OC(C)(C)C (1,1-Dimethylethyl (2S,5S)-2-(4-{[(2-fluorophenyl)methyl]oxy}phenyl)-6-oxo-1,7-diazaspiro[4.5]decane-1-carboxylate). As a reaction SMILES: C([N:8]1[CH2:16][C@@H:15]2[C@@:10]([CH3:23])([C@@H:11]([CH3:22])[CH2:12][C:13]3[C:20]([Cl:21])=[CH:19][CH:18]=[CH:17][C:14]=32)[CH2:9]1)C1C=CC=CC=1.CC(Cl)OC(Cl)=O>C1(C)C=CC=CC=1.Cl.CO>[ClH:21].[Cl:21][C:20]1[C:13]2[CH2:12][C@H:11]([CH3:22])[C@:10]3([CH3:23])[C@@H:15]([CH2:16][NH:8][CH2:9]3)[C:14]=2[CH:17]=[CH:18][CH:19]=1 |f:5.6|. Reported procedure: (3aR*,4S*,9bS*)-2-Benzyl-6-chloro-3a,4-dimethyl-2,3,3a,4,5,9b-hexahydro-1H-benzo[e]isoindole (0.153 mmol, 49.8 mg) was dissolved in toluene (1 ml). ACE-Cl (1.070 mmol, 0.118 ml, 153 mg) was added and the reaction mixture was heated in a microwave reactor at 160° C. for 15 minutes. Methanol (1 ml) was added and the reaction mixture was again heated in a microwave reactor at 160° C. for 5 minutes. The resulting solution was passed through an SCX cartridge and concentrated in vacuo to give a residu... Product: Cl.ClC1=CC=CC=2[C@@H]3CNC[C@@]3([C@H](CC21)C)C ((3aR*,4S*,9bS*)-6-chloro-3a,4-dimethyl-2,3,3a,4,5,9b-hexahydro-1H-benzo[e]isoindole hydrochloride). Run at temperature 160 celsius. The yield is 132.1%. Reactants: C(C1=CC=CC=C1)N1C[C@@]2([C@H](CC3=C([C@@H]2C1)C=CC=C3Cl)C)C ((3aR*,4S*,9bS*)-2-Benzyl-6-chloro-3a,4-dimethyl-2,3,3a,4,5,9b-hexahydro-1H-benzo[e]isoindole), CC(OC(=O)Cl)Cl (ACE-Cl). Run in C1(=CC=CC=C1)C (toluene), Cl (HCl), CO (MeOH), CO (Methanol). Reactants: [H-].[Al+3].[Li+].[H-].[H-].[H-] (lithium aluminum hydride), C(C)(C)C1=NC(=C(C(=C1C(=O)OCC)C1=CC=C(C=C1)F)COC)C(C)C (Ethyl 2,6-diisopropyl-4-(4-fluorophenyl)-5-methoxymethylpyridine-3-carboxylate), O (water), [OH-].[K+] (potassium hydroxide). The solvent is O1CCCC1 (tetrahydrofuran), O1CCCC1 (tetrahydrofuran). Reaction conditions: temperature 0 celsius. The product is C(C)(C)C1=NC(=C(C(=C1CO)C1=CC=C(C=C1)F)COC)C(C)C (2,6-Diisopropyl-4-(4-fluorophenyl)-3-hydroxymethyl-5-methoxymethyl-pyridine). As a reaction SMILES: [CH:1]([C:4]1[C:9]([C:10](OCC)=[O:11])=[C:8]([C:15]2[CH:20]=[CH:19][C:18]([F:21])=[CH:17][CH:16]=2)[C:7]([CH2:22][O:23][CH3:24])=[C:6]([CH:25]([CH3:27])[CH3:26])[N:5]=1)([CH3:3])[CH3:2].[H-].[Al+3].[Li+].[H-].[H-].[H-].O.[OH-].[K+]>O1CCCC1>[CH:1]([C:4]1[C:9]([CH2:10][OH:11])=[C:8]([C:15]2[CH:20]=[CH:19][C:18]([F:21])=[CH:17][CH:16]=2)[C:7]([CH2:22][O:23][CH3:24])=[C:6]([CH:25]([CH3:27])[CH3:26])[N:5]=1)([CH3:3])[CH3:2] |f:1.2.3.4.5.6,8.9|. Procedure details: 2.85 g (7.6 mmol) of the compound from Example 59 dissolved in 30 ml of absolute tetrahydrofuran are added dropwise under a nitrogen atmosphere to 0.5 g (13.2 mmol) of lithium aluminum hydride in 20 ml of absolute tetrahydrofuran at 60° C. The mixture is heated to reflux for 1 hour, subsequently cooled to 0° C. and 1.5 ml of water and 0.3 ml of 15% strength potassium hydroxide solution are cautiously added dropwise. The solution is filtered from the deposited precipitate with suction and the lat...